Dataset: the Open Reaction Database (ORD), a public repository of structured organic reaction records. Task: describe an organic reaction: reactants, conditions, products, and yield The reactants are ice water, OC1=C(C(=O)OCC2=CC=CC=C2)C=CC(=C1)OCC(=O)C1=CC=2C(CCC(C2C=C1OC)(C)C)(C)C (benzyl 2-hydroxy-4-(3-methoxy-5,6,7,8-tetrahydro-5,5,8,8-tetramethyl-2-naphthoylmethoxy)benzoate), ClCCl (dichloromethane), solution, B(Cl)(Cl)Cl (boron trichloride). Solvent: C1CCOC1 (THF). The product is OC1=C(C(=O)OCC2=CC=CC=C2)C=CC(=C1)OCC(=O)C1=CC=2C(CCC(C2C=C1O)(C)C)(C)C (Benzyl 2-hydroxy-4-(3-hydroxy-5,6,7,8-tetrahydro-5,5,8,8-tetramethyl-2-naphthoylmethoxy)-benzoate). Yield: 79.3%. Reaction SMILES: [OH:1][C:2]1[CH:17]=[C:16]([O:18][CH2:19][C:20]([C:22]2[C:31]([O:32]C)=[CH:30][C:29]3[C:28]([CH3:35])([CH3:34])[CH2:27][CH2:26][C:25]([CH3:37])([CH3:36])[C:24]=3[CH:23]=2)=[O:21])[CH:15]=[CH:14][C:3]=1[C:4]([O:6][CH2:7][C:8]1[CH:13]=[CH:12][CH:11]=[CH:10][CH:9]=1)=[O:5].ClCCl.B(Cl)(Cl)Cl>C1COCC1>[OH:1][C:2]1[CH:17]=[C:16]([O:18][CH2:19][C:20]([C:22]2[C:31]([OH:32])=[CH:30][C:29]3[C:28]([CH3:35])([CH3:34])[CH2:27][CH2:26][C:25]([CH3:37])([CH3:36])[C:24]=3[CH:23]=2)=[O:21])[CH:15]=[CH:14][C:3]=1[C:4]([O:6][CH2:7][C:8]1[CH:13]=[CH:12][CH:11]=[CH:10][CH:9]=1)=[O:5]. Procedure: 4 g (8 mmol) of benzyl 2-hydroxy-4-(3-methoxy-5,6,7,8-tetrahydro-5,5,8,8-tetramethyl-2-naphthoylmethoxy)benzoate and 20 ml of dichloromethane are introduced into a flask. 24 ml (24 mmol) of a solution of boron trichloride in THF (1M) are added dropwise at -78° C. and under a stream of nitrogen and the temperature is allowed to rise to -20° C., then the reaction mixture is poured into ice-water. The mixture is extracted with ethyl ether, and the organic phase is separated, dried over magnesium su...